This data is from the Open Reaction Database (ORD), a public repository of structured organic reaction records. The task is: describe an organic reaction: reactants, conditions, products, and yield Starting materials: [Br-], COc1c(Br)cc(C(=O)N2CCOc3ncc(-c4ccc(OC(F)(F)F)cc4)cc32)cc1Br, C1CNCCN1, CN(C)C=O, [Li+]. The product is O=C(c1cc(Br)c(O)c(Br)c1)N1CCOc2ncc(-c3ccc(OC(F)(F)F)cc3)cc21. RXN SMILES: [Br-:35].[Br:1][c:2]1[cH:3][c:4]([C:11](=[O:12])[N:13]2[c:14]3[c:15]([n:19][cH:20][c:21](-[c:23]4[cH:24][cH:25][c:26]([O:29][C:30]([F:31])([F:32])[F:33])[cH:27][cH:28]4)[cH:22]3)[O:16][CH2:17][CH2:18]2)[cH:5][c:6]([Br:10])[c:7]1[O:8][CH3:9].[CH2:36]1[NH:37][CH2:38][CH2:39][NH:40][CH2:41]1.[CH:42]([N:43]([CH3:44])[CH3:45])=[O:46].[Li+:34]>>[Br:1][c:2]1[cH:3][c:4]([C:11](=[O:12])[N:13]2[c:14]3[c:15]([n:19][cH:20][c:21](-[c:23]4[cH:24][cH:25][c:26]([O:29][C:30]([F:31])([F:32])[F:33])[cH:27][cH:28]4)[cH:22]3)[O:16][CH2:17][CH2:18]2)[cH:5][c:6]([Br:10])[c:7]1[OH:8].